This data is from the Open Reaction Database (ORD), a public repository of structured organic reaction records. The task is: describe an organic reaction: reactants, conditions, products, and yield Starting materials: NCC=1C=C(C=CC1)C=1C=NC(=NC1)N1CCN(CC1)C1=C(C=C(C(=O)OC)C=C1)Cl (Methyl 4-(4-{5-[3-(aminomethyl)phenyl]pyrimidin-2-yl}piperazin-1-yl)-3-chlorobenzoate), C1=CN(C=N1)C(=O)N2C=CN=C2 (CDI), CN(C)C=O (DMF). Conditions: time 2 hour. Product: C(N)(=N)NC(=O)NCC=1C=C(C=CC1)C=1C=NC(=NC1)N1CCN(CC1)C1=C(C=C(C(=O)OC)C=C1)Cl (methyl 4-{4-[5-(3-{[(carbamimidoylcarbamoyl)amino]methyl}phenyl)pyrimidin-2-yl]piperazin-1-yl}-3-chlorobenzoate). As a reaction SMILES: [NH2:1][CH2:2][C:3]1[CH:4]=[C:5]([C:9]2[CH:10]=[N:11][C:12]([N:15]3[CH2:20][CH2:19][N:18]([C:21]4[CH:30]=[CH:29][C:24]([C:25]([O:27][CH3:28])=[O:26])=[CH:23][C:22]=4[Cl:31])[CH2:17][CH2:16]3)=[N:13][CH:14]=2)[CH:6]=[CH:7][CH:8]=1.C1N=CN([C:37]([N:39]2[CH:43]=[N:42]C=C2)=[O:38])C=1.C[N:45](C=O)C>>[C:43]([NH:39][C:37]([NH:1][CH2:2][C:3]1[CH:4]=[C:5]([C:9]2[CH:10]=[N:11][C:12]([N:15]3[CH2:16][CH2:17][N:18]([C:21]4[CH:30]=[CH:29][C:24]([C:25]([O:27][CH3:28])=[O:26])=[CH:23][C:22]=4[Cl:31])[CH2:19][CH2:20]3)=[N:13][CH:14]=2)[CH:6]=[CH:7][CH:8]=1)=[O:38])(=[NH:42])[NH2:45]. Procedure: Methyl 4-(4-{5-[3-(aminomethyl)phenyl]pyrimidin-2-yl}piperazin-1-yl)-3-chlorobenzoate (207 mg) was mixed with DMF (5 ml), and CDI (154 mg) was added thereto at 0° C., followed by stirring at room temperature for 2 hours. The reaction mixture was concentrated under reduced pressure, and EtOAc and a saturated aqueous sodium hydrogen carbonate solution were then added thereto. The organic layer was dried over Na2SO4 and concentrated under reduced pressure. The obtained residue was mixed with DMF (5... The reactants are CCOC(C)=O, C(=NC1CCCCC1)=NC1CCCCC1, O=C1CCC(=O)N1O, O=C(O)COc1ccccc1. Yields the product O=C(COc1ccccc1)ON1C(=O)CCC1=O. Reaction SMILES: [CH3:35][CH2:36][O:37][C:38](=[O:39])[CH3:40].[CH:20]1([N:21]=[C:22]=[N:23][CH:24]2[CH2:25][CH2:26][CH2:27][CH2:28][CH2:29]2)[CH2:30][CH2:31][CH2:32][CH2:33][CH2:34]1.[OH:12][N:13]1[C:14](=[O:19])[CH2:15][CH2:16][C:17]1=[O:18].[OH:1][C:2](=[O:3])[CH2:4][O:5][c:6]1[cH:7][cH:8][cH:9][cH:10][cH:11]1>>[O:1]([C:2](=[O:3])[CH2:4][O:5][c:6]1[cH:7][cH:8][cH:9][cH:10][cH:11]1)[N:13]1[C:14](=[O:19])[CH2:15][CH2:16][C:17]1=[O:18]. Reactants: C(#N)C=1SC(=CC1)CBr (2-cyano-5-(bromomethyl)thiophene), C(#N)C=1SC(=CC1)CBr (2-cyano-5-(bromomethyl)thiophene), [N-]=[N+]=[N-].[Na+] (sodium azide), C(C)(=O)OCC (ethyl acetate). Solvent: CN(C)C=O (DMF), CCCCCC (hexane). Product: C(#N)C=1SC(=CC1)CN=[N+]=[N-] (2-cyano-5-(azidomethyl)thiophene). Isolated yield 82.7%. Reaction SMILES: [C:1]([C:3]1[S:4][C:5]([CH2:8]Br)=[CH:6][CH:7]=1)#[N:2].[N-:10]=[N+:11]=[N-:12].[Na+].C(OCC)(=O)C>CN(C=O)C.CCCCCC>[C:1]([C:3]1[S:4][C:5]([CH2:8][N:10]=[N+:11]=[N-:12])=[CH:6][CH:7]=1)#[N:2] |f:1.2|. Procedure: A solution of 2-cyano-5-(bromomethyl)thiophene (compound 23, 3.5 g, 17.3 mmol) and sodium azide (Aldrich, 1.7 g, 26 mmol) in DMF (Aldrich, 60 mL) was stirred at ambient temperature for 10 hours. Flash column chromatography (20% ethyl acetate in hexane) gave the title compound (2.35 g, 83%). TLC Rf 0.48 (20% of ethyl acetate in hexane); 1HNMR (CDCl3) δ4.56 (s, 2H), 7.01 (d, 1H, J=3.7 Hz), 7.55 (d, 1H, J=3.7 Hz). Reactants: C(C(C)=C)Br (methallylbromide), C(C)OC(C(=O)C(F)(F)F)=O (trifluoropyruvic acid ethyl ester), C(C(C)=C)Br (methallyl bromide), [Cl-].[NH4+] (ammonium chloride), C(C)(=O)OCC (ethyl acetate). The reagents and catalysts are [Cl-].[Zn+2].[Cl-] (zinc chloride), [Mn] (manganese). Solvent: O1CCCC1 (tetrahydrofuran), O1CCCC1 (tetrahydrofuran). Conditions: temperature 0 celsius, time 30 minute. Product: C(C)OC(C(CC(C)=C)(C(F)(F)F)O)=O (2-hydroxy-4-methylene-2-trifluoromethyl-valeric acid ethyl ester). Reaction SMILES: [CH2:1](Br)[C:2](=[CH2:4])[CH3:3].[CH2:6]([O:8][C:9](=[O:16])[C:10]([C:12]([F:15])([F:14])[F:13])=[O:11])[CH3:7].[Cl-].[NH4+].C(OCC)(=O)C>O1CCCC1.[Cl-].[Zn+2].[Cl-].[Mn]>[CH2:6]([O:8][C:9](=[O:16])[C:10]([OH:11])([C:12]([F:13])([F:15])[F:14])[CH2:3][C:2](=[CH2:1])[CH3:4])[CH3:7] |f:2.3,6.7.8|. Procedure details: 1.3 g of anhydrous zinc chloride and 13.2 g of granular manganese are heated to boiling in 100 ml of tetrahydrofuran and boiled with 0.2 ml of methallyl bromide for 30 minutes. Then, the solution of 25 g of methallylbromide and 17 g of trifluoropyruvic acid ethyl ester in 80 ml of tetrahydrofuran is added in drops at boiling heat over two hours and boiled for another hour. Then, it is added to saturated ammonium chloride solution and 300 ml of ethyl acetate while being cooled with ice, stirred f... Starting materials: [Si](C)(C)(C(C)(C)C)OC[C@H]([C@H](CC)C)NC(=O)C=1N=C(SC1)N1CC(C1)SC=1[C@@H]([C@H]2N(C1C(=O)OCC1=CC=C(C=C1)[N+](=O)[O-])C([C@@H]2[C@@H](C)O)=O)C (p-Nitrobenzyl (1R,5S,6S)-2-(1-{4-[(1S,2S)-1-(t-butyldimethylsilyloxymethyl)-2-methyl-butylcarbamoyl]-1,3-thiazol-2-yl}azetidin-3-yl)thio-6-[(R)-1-hydroxyethyl]-1-methylcarbapen-2-em-3-carboxylate), C(C)(=O)OCC (ethyl acetate), C(C)(=O)O (acetic acid), [F-].C(CCC)[N+](CCCC)(CCCC)CCCC (tetrabutylammonium fluoride). Solvent: O (water), O1CCCC1 (tetrahydrofuran), O1CCCC1 (tetrahydrofuran). Run at time 3 day. Product: OC[C@H]([C@H](CC)C)NC(=O)C=1N=C(SC1)N1CC(C1)SC=1[C@@H]([C@H]2N(C1C(=O)OCC1=CC=C(C=C1)[N+](=O)[O-])C([C@@H]2[C@@H](C)O)=O)C (p-nitrobenzyl (1R,5S,6S)-2-{1-[4-((1S,2S)-1-hydroxymethyl-2-methylbutylcarbamoyl)-1,3-thiazol-2-yl]azetidin-3-yl}thio-6-[(R)-1-hydroxyethyl]-1-methylcarbapen-2-em-3-carboxylate). Isolated yield 60.2%. RXN SMILES: [Si]([O:8][CH2:9][C@@H:10]([NH:15][C:16]([C:18]1[N:19]=[C:20]([N:23]2[CH2:26][CH:25]([S:27][C:28]3[C@H:29]([CH3:52])[C@@H:30]4[C@@H:47]([C@H:48]([OH:50])[CH3:49])[C:46](=[O:51])[N:31]4[C:32]=3[C:33]([O:35][CH2:36][C:37]3[CH:42]=[CH:41][C:40]([N+:43]([O-:45])=[O:44])=[CH:39][CH:38]=3)=[O:34])[CH2:24]2)[S:21][CH:22]=1)=[O:17])[C@@H:11]([CH3:14])[CH2:12][CH3:13])(C(C)(C)C)(C)C.C(O)(=O)C.[F-].C([N+](CCCC)(CCCC)CCCC)CCC.C(OCC)(=O)C>O1CCCC1.O>[OH:8][CH2:9][C@@H:10]([NH:15][C:16]([C:18]1[N:19]=[C:20]([N:23]2[CH2:24][CH:25]([S:27][C:28]3[C@H:29]([CH3:52])[C@@H:30]4[C@@H:47]([C@H:48]([OH:50])[CH3:49])[C:46](=[O:51])[N:31]4[C:32]=3[C:33]([O:35][CH2:36][C:37]3[CH:38]=[CH:39][C:40]([N+:43]([O-:45])=[O:44])=[CH:41][CH:42]=3)=[O:34])[CH2:26]2)[S:21][CH:22]=1)=[O:17])[C@@H:11]([CH3:14])[CH2:12][CH3:13] |f:2.3|. Procedure: p-Nitrobenzyl (1R,5S,6S)-2-(1-{4-[(1S,2S)-1-(t-butyldimethylsilyloxymethyl)-2-methyl-butylcarbamoyl]-1,3-thiazol-2-yl}azetidin-3-yl)thio-6-[(R)-1-hydroxyethyl]-1-methylcarbapen-2-em-3-carboxylate (760 mg, 0.982 mmol) (obtained as described in Example 43(1)) in tetrahydrofuran (38ml) was added to acetic acid (169 μl, 2.95 mmol) and 1 M tetrabutylammonium fluoride in tetrahydrofuran solution (2.95 ml, 2.95 mmol) and the mixture was stirred at room temperature for 3 days. After checking the complet... Starting materials: CSC1=C(C=CC=C1)O (2-(Methylthio)phenol), CC(=O)C (acetone), OOS(=O)[O-].[K+] (Oxone). Run in O (water). Conditions: time 24 hour. Yields the product CS(=O)(=O)C1=C(C=CC=C1)O (2-(methylsulfonyl)phenol). Yield: 95.0%. As a reaction SMILES: CS[C:3]1[CH:8]=[CH:7][CH:6]=[CH:5][C:4]=1[OH:9].O[O:11][S:12]([O-:14])=O.[K+].[CH3:16]C(C)=O>O>[CH3:16][S:12]([C:3]1[CH:8]=[CH:7][CH:6]=[CH:5][C:4]=1[OH:9])(=[O:14])=[O:11] |f:1.2|. Reported procedure: 2-(Methylthio)phenol (1.08 g, 7.32 mmol) was dissolved in acetone (20 mL). Oxone® (9.4 g, 15 mmol) was separately dissolved in water (100 mL) and stirred at ambient temperature for 24 h. The acetone was concentrated, extracted with ether, dried over sodium sulfate, filtered, and concentrated to yield a waxy solid (1.2 g, 95%). 1H NMR (400 MHz, CDCl3): δ 8.85 (s, 1H), 7.69 (dd, J=8.4 Hz, J′=1.7 Hz, 1H), 7.54 (m, 1H), 7.05 (m, 2H), 3.12 (s, 3H); LCMS found for C7H9O3S (M+H)+: m/z=173.0.